Task: describe an organic reaction: reactants, conditions, products, and yield. Dataset: the Open Reaction Database (ORD), a public repository of structured organic reaction records Starting materials: FC=1C=C2C=CC(=NC2=CC1)N1CCN(CC1)C=O (4-(6-Fluoroquinolin-2-yl)piperazine-1-carbaldehyde), S(O)(O)(=O)=O (sulfuric acid). The product is FC=1C=C2C=CC(=NC2=CC1)N1CCNCC1 (6-Fluoro-2-piperazin-1-yl-quinoline). As a reaction SMILES: [F:1][C:2]1[CH:3]=[C:4]2[C:9](=[CH:10][CH:11]=1)[N:8]=[C:7]([N:12]1[CH2:17][CH2:16][N:15](C=O)[CH2:14][CH2:13]1)[CH:6]=[CH:5]2.S(=O)(=O)(O)O>>[F:1][C:2]1[CH:3]=[C:4]2[C:9](=[CH:10][CH:11]=1)[N:8]=[C:7]([N:12]1[CH2:13][CH2:14][NH:15][CH2:16][CH2:17]1)[CH:6]=[CH:5]2. Reported procedure: The title compound may be prepared by treatment of 4-(6-fluoroquinolin-2-yl)piperazine-1-carbaldehyde of Step E with 4M sulfuric acid. The reactants are CCCCCOC(=O)Cl, Cl, Cl, Cc1c(CN)[nH]c2ccccc2c1=O, c1ccncc1. The product is CCCCCOC(=O)NCc1[nH]c2ccccc2c(=O)c1C. As a reaction SMILES: [Cl:17][C:18](=[O:19])[O:20][CH2:21][CH2:22][CH2:23][CH2:24][CH3:25].[ClH:1].[ClH:2].[NH2:3][CH2:4][c:5]1[nH:6][c:7]2[cH:8][cH:9][cH:10][cH:11][c:12]2[c:13](=[O:16])[c:14]1[CH3:15].[cH:26]1[cH:27][cH:28][n:29][cH:30][cH:31]1>>[NH:3]([CH2:4][c:5]1[nH:6][c:7]2[cH:8][cH:9][cH:10][cH:11][c:12]2[c:13](=[O:16])[c:14]1[CH3:15])[C:18](=[O:19])[O:20][CH2:21][CH2:22][CH2:23][CH2:24][CH3:25].